This data is from the Open Reaction Database (ORD), a public repository of structured organic reaction records. The task is: describe an organic reaction: reactants, conditions, products, and yield Starting materials: C(=O)([O-])[O-].[K+].[K+] (K2CO3), ClCC(=O)N1CCN(CC1)C1=CC=C(C=C1)F (2-Chloro-1-[4-(4-fluoro-phenyl)-piperazin-1-yl]-ethanone), N1N=CC=C1 (Pyrazole). The solvent is CN(C)C=O (DMF). Run at temperature 80 celsius. Product: FC1=CC=C(C=C1)N1CCN(CC1)C(CN1N=CC=C1)=O (1-[4-(4-Fluoro-phenyl)-piperazin-1-yl]-2-pyrazol-1-yl-ethanone). RXN SMILES: [NH:1]1[CH:5]=[CH:4][CH:3]=[N:2]1.C([O-])([O-])=O.[K+].[K+].Cl[CH2:13][C:14]([N:16]1[CH2:21][CH2:20][N:19]([C:22]2[CH:27]=[CH:26][C:25]([F:28])=[CH:24][CH:23]=2)[CH2:18][CH2:17]1)=[O:15]>CN(C=O)C>[F:28][C:25]1[CH:24]=[CH:23][C:22]([N:19]2[CH2:18][CH2:17][N:16]([C:14](=[O:15])[CH2:13][N:1]3[CH:5]=[CH:4][CH:3]=[N:2]3)[CH2:21][CH2:20]2)=[CH:27][CH:26]=1 |f:1.2.3|. Procedure: Pyrazole (112.33 mg, 1.65 mmol) was dissolved in DMF (10 mL). K2CO3 (228.05 mg, 1.65 mmol) and 2-Chloro-1-[4-(4-fluoro-phenyl)-piperazin-1-yl]-ethanone (300 mg, 1.67 mmol) were added to it. The reaction was heated to 80° C. for 14 h. After completion, the reaction was cooled to room temperature, quenched with brine and then extracted with ethyl acetate. The organic layer was further washed with water (2×25 mL) and brine (2×25 mL) and dried over magnesium sulfate. The solvent was removed by rotar... Reactants: C(#N)C1=CC=C(C=C1)C1=NN(C(=C1)C(=O)OCC)C (ethyl 3-(4-cyanophenyl)-1-methyl-1H-pyrazole-5-carboxylate), [Li+].[OH-] (LiOH), O (water), Cl (HCl). Solvent: C1CCOC1 (THF), CO (MeOH). Run at time 8 hour. Product: C(#N)C1=CC=C(C=C1)C1=NN(C(=C1)C(=O)O)C (3-(4-cyanophenyl)-1-methyl-1H-pyrazole-5-carboxylic acid). Yield: 88.3%. RXN SMILES: [C:1]([C:3]1[CH:8]=[CH:7][C:6]([C:9]2[CH:13]=[C:12]([C:14]([O:16]CC)=[O:15])[N:11]([CH3:19])[N:10]=2)=[CH:5][CH:4]=1)#[N:2].[Li+].[OH-].O.Cl>C1COCC1.CO>[C:1]([C:3]1[CH:4]=[CH:5][C:6]([C:9]2[CH:13]=[C:12]([C:14]([OH:16])=[O:15])[N:11]([CH3:19])[N:10]=2)=[CH:7][CH:8]=1)#[N:2] |f:1.2|. Procedure: To a solution of ethyl 3-(4-cyanophenyl)-1-methyl-1H-pyrazole-5-carboxylate (70 mg, 274 μmol, Eq: 1.00) in THF (5 ml) and MeOH (1.00 ml) was added LiOH 1M (548 μl, 548 μmol, Eq: 2). The mixture was stirred for ca. 8 h at rt., then treated with water and HCl 1N (pH:3). The mixture was extracted two times with ethyl acetate. The resulting organic layers were combined, washed with Brine and dried over MgSO4, filtered and concentrated to give the desired compound (55 mg, 88.3%) as a white solid. The reactants are Cl, Cl, C1CCOC1, CC(=O)Nc1cccnc1-c1ccccc1. The product is Cl, Nc1cccnc1-c1ccccc1. Reaction SMILES: [ClH:18].[ClH:1].[O:19]1[CH2:20][CH2:21][CH2:22][CH2:23]1.[c:2]1(-[c:8]2[n:9][cH:10][cH:11][cH:12][c:13]2[NH:14][C:15](=[O:16])[CH3:17])[cH:3][cH:4][cH:5][cH:6][cH:7]1>>[ClH:1].[c:2]1(-[c:8]2[n:9][cH:10][cH:11][cH:12][c:13]2[NH2:14])[cH:3][cH:4][cH:5][cH:6][cH:7]1. Reactants: CC1(OB(OC1(C)C)C1=CC=C(C=C1)C1CCN(CC1)C(=O)OC(C)(C)C)C (tert-butyl 4-(4-(4,4,5,5-tetramethyl-1,3,2-dioxaborolan-2-yl)phenyl)piperidine-1-carboxylate), Cl.CC(OCC)=O (HCl EA). Run in CC(OCC)=O (EA). Product: Cl.CC1(OB(OC1(C)C)C1=CC=C(C=C1)C1CCNCC1)C (4-(4-(4,4,5,5-tetramethyl-1,3,2-dioxaborolan-2-yl)phenyl)piperidine hydrochloride). As a reaction SMILES: [CH3:1][C:2]1([CH3:28])[C:6]([CH3:8])([CH3:7])[O:5][B:4]([C:9]2[CH:14]=[CH:13][C:12]([CH:15]3[CH2:20][CH2:19][N:18](C(OC(C)(C)C)=O)[CH2:17][CH2:16]3)=[CH:11][CH:10]=2)[O:3]1.[ClH:29].CC(=O)OCC>CC(=O)OCC>[ClH:29].[CH3:7][C:6]1([CH3:8])[C:2]([CH3:1])([CH3:28])[O:3][B:4]([C:9]2[CH:14]=[CH:13][C:12]([CH:15]3[CH2:20][CH2:19][NH:18][CH2:17][CH2:16]3)=[CH:11][CH:10]=2)[O:5]1 |f:1.2,4.5|. Reported procedure: A solution of tert-butyl 4-(4-(4,4,5,5-tetramethyl-1,3,2-dioxaborolan-2-yl)phenyl)piperidine-1-carboxylate (3.0 g, 7.75 mmol) and 10 mL of HCl-EA (5.0 N) in 20 mL of EA was stirred at room temperature for 2 hours. The volatiles were removed in vacuo to give 2.6 g of title compound. MS (m/z)=288 (M+H)+.